This data is from the Open Reaction Database (ORD), a public repository of structured organic reaction records. The task is: describe an organic reaction: reactants, conditions, products, and yield Reactants: C(C)(C)(C)OC(=O)CSC=1N=C2N(C(C1/C=C/C(=O)OC(C)(C)C)=O)C=CC(=C2)CCC=2SC=C(N2)C(C)C (tert-butyl (E)-3-{2-(tert-butoxycarbonylmethylthio)-8-[2-(4-isopropyl-1,3-thiazol-2-yl)ethyl]-4-oxo-4H-pyrido[1,2-a]pyrimidin-3-yl}-2-propenoate), C(C)(C)(C)OC(=O)CSC=1N=C2N(C(C1/C=C/C(=O)OC(C)(C)C)=O)C=CC(=C2)CCC=2SC=C(N2)C(C)C (tert-Butyl (E)-3-{2-(tert-butoxycarbonylmethylthio)-8-[2-(4-isopropyl-1,3-thiazol-2-yl)ethyl]-4-oxo-4H-pyrido[1,2-a]pyrimidin-3-yl}-2-propenoate), C(C)[SiH](CC)CC (triethylsilane), FC(C(=O)O)(F)F (trifluoroacetic acid). Solvent: C(Cl)Cl (methylene chloride). Reaction conditions: time 5 hour. Yields the product C(=O)(O)CSC=1N=C2N(C(C1/C=C/C(=O)O)=O)C=CC(=C2)CCC=2SC=C(N2)C(C)C ((E)-3-{2-Carboxymethylthio-8-[2-(4-isopropyl-1,3-thiazol-2-yl)ethyl]-4-oxo-4H-pyrido[1,2-a]pyrimidin-3-yl}-2-propenoic acid). Yield: 26.2%. RXN SMILES: C([O:5][C:6]([CH2:8][S:9][C:10]1[N:11]=[C:12]2[CH:29]=[C:28]([CH2:30][CH2:31][C:32]3[S:33][CH:34]=[C:35]([CH:37]([CH3:39])[CH3:38])[N:36]=3)[CH:27]=[CH:26][N:13]2[C:14](=[O:25])[C:15]=1/[CH:16]=[CH:17]/[C:18]([O:20]C(C)(C)C)=[O:19])=[O:7])(C)(C)C.C([SiH](CC)CC)C.FC(F)(F)C(O)=O>C(Cl)Cl>[C:6]([CH2:8][S:9][C:10]1[N:11]=[C:12]2[CH:29]=[C:28]([CH2:30][CH2:31][C:32]3[S:33][CH:34]=[C:35]([CH:37]([CH3:39])[CH3:38])[N:36]=3)[CH:27]=[CH:26][N:13]2[C:14](=[O:25])[C:15]=1/[CH:16]=[CH:17]/[C:18]([OH:20])=[O:19])([OH:7])=[O:5]. Reported procedure: The tert-butyl (E)-3-{2-(tert-butoxycarbonylmethylthio)-8-[2-(4-isopropyl-1,3-thiazol-2-yl)ethyl]-4-oxo-4H-pyrido[1,2-a]pyrimidin-3-yl}-2-propenoate (19 mg) obtained in (B) was dissolved in methylene chloride (2 ml), added with triethylsilane (0.5 ml) and trifluoroacetic acid (0.5 ml), and then the mixture was stirred at room temperature for 5 hours. After the solvent was evaporated under reduced pressure, the residue was purified by silica gel column chromatography to obtain the title compound ... The reactants are N1(CCCCC1)CC1=CC=CC(=N1)N (6-(piperidylmethyl)-2-pyridylamine), CCOC(=O)C (EtOAc), COC1=C(C=CC=C1)C=1SC=C(N1)C(=O)O (2-(2-methoxyphenyl)-1,3-thiazole-4-carboxylic acid), TEA, P(=O)(OC1=CC=CC=C1)(OC1=CC=CC=C1)N=[N+]=[N-] ((PhO)2PON3). The solvent is C1(=CC=CC=C1)C (toluene). Run at temperature 85 celsius, time 5 minute. The product is COC1=C(C=CC=C1)C=1SC=C(N1)NC(=O)NC1=NC(=CC=C1)CN1CCCCC1 (1-[2-(2-Methoxyphenyl)thiazol-4-yl]-3-(6-piperidin-1-ylmethyl-pyridin-2-yl)urea). RXN SMILES: [CH3:1][O:2][C:3]1[CH:8]=[CH:7][CH:6]=[CH:5][C:4]=1[C:9]1[S:10][CH:11]=[C:12](C(O)=O)[N:13]=1.P([N:33]=[N+]=[N-])(OC1C=CC=CC=1)(OC1C=CC=CC=1)=O.[N:36]1([CH2:42][C:43]2[N:48]=[C:47]([NH2:49])[CH:46]=[CH:45][CH:44]=2)[CH2:41][CH2:40][CH2:39][CH2:38][CH2:37]1.CCO[C:53](C)=[O:54]>C1(C)C=CC=CC=1>[CH3:1][O:2][C:3]1[CH:8]=[CH:7][CH:6]=[CH:5][C:4]=1[C:9]1[S:10][CH:11]=[C:12]([NH:33][C:53]([NH:49][C:47]2[CH:46]=[CH:45][CH:44]=[C:43]([CH2:42][N:36]3[CH2:37][CH2:38][CH2:39][CH2:40][CH2:41]3)[N:48]=2)=[O:54])[N:13]=1. Procedure details: To a stirred solution of 2-(2-methoxyphenyl)-1,3-thiazole-4-carboxylic acid (0.22 g, 0.94 mmol) in toluene (10 mL) at RT and under N2 was added TEA (0.3 mL). After 5 min, (PhO)2PON3 (0.32 mL) was added and the reaction mixture was heated at 85° C. for 20 min followed by the addition of 6-(piperidylmethyl)-2-pyridylamine (0.27 g, 1.41 mmol). The resulting mixture was heated at reflux for 4 h using a Dean-Stark trap. The mixture was cooled to RT, concentrated by rotary evaporation and purified on ... Starting materials: C1(=CC=C(C=C1)S(=O)(=O)Cl)C (p-toluenesulfonylchloride), ClC=1C=C(CNCC(OC)OC)C=CC1F ((3-Chloro-4-fluoro-benzyl)-(2,2-dimethoxy-ethyl)-amine), C1(=CC=C(C=C1)S(=O)(=O)Cl)C (p-toluene-sulfonylchloride), N1=CC=CC=C1 (pyridine), C1(=CC=C(C=C1)S(=O)(=O)Cl)C (p-toluene-sulfonylchloride). Reagents/catalysts: CN(C)C=1C=CN=CC1 (DMAP), CN(C)C=1C=CN=CC1 (DMAP). Solvent: ClCCl (dichloromethane), ClCCl.N1=CC=CC=C1 (dichloromethane pyridine). Run at time 7 hour. The product is ClC=1C=C(CN(S(=O)(=O)C2=CC=C(C=C2)C)CC(OC)OC)C=CC1F (N-(3-Chloro-4-fluoro-benzyl)-N-(2,2-dimethoxy-ethyl)-4-methyl-benzene-sulfonamide). Isolated yield 65.0%. As a reaction SMILES: [Cl:1][C:2]1[CH:3]=[C:4]([CH:13]=[CH:14][C:15]=1[F:16])[CH2:5][NH:6][CH2:7][CH:8]([O:11][CH3:12])[O:9][CH3:10].[C:17]1([CH3:27])[CH:22]=[CH:21][C:20]([S:23](Cl)(=[O:25])=[O:24])=[CH:19][CH:18]=1.N1C=CC=CC=1>ClCCl.N1C=CC=CC=1.ClCCl.CN(C1C=CN=CC=1)C>[Cl:1][C:2]1[CH:3]=[C:4]([CH:13]=[CH:14][C:15]=1[F:16])[CH2:5][N:6]([CH2:7][CH:8]([O:9][CH3:10])[O:11][CH3:12])[S:23]([C:20]1[CH:21]=[CH:22][C:17]([CH3:27])=[CH:18][CH:19]=1)(=[O:25])=[O:24] |f:3.4|. Procedure details: 147.0 g (3-Chloro-4-fluoro-benzyl)-(2,2-dimethoxy-ethyl)-amine (1, crude product) were dissolved in 540 ml of dichloromethane/pyridine (8:1). At 0° C. a solution of 145.8 g (1.04 mol) p-toluenesulfonylchloride in 200 ml of dichloromethane was added. After 5 h at room temperature additional 20 ml of pyridine, 29.16 g (0.15 mol) p-toluene-sulfonylchloride and a catalytic amount of DMAP were added. The solution was stirred at room temperature for 7 h and then refluxed for additional 4 h. Again 29.1... Starting materials: FCC(C(=O)OC)(CC(CNC(=O)OC(C)(C)C)=C)NC(=O)OC(C)(C)C (Methyl 2-fluoromethyl-2,5-di(tert-butoxycarbonylamino)-4-methylene-pentanoate), Cl (HCl). The solvent is CCOCC (ether). Yields the product Cl.Cl.FCC(C(=O)OC)(CC(CN)=C)N (Methyl 2-fluoromethyl-2,5-diamino-4-methylene-pentanoate, dihydrochloride). RXN SMILES: [F:1][CH2:2][C:3]([NH:20]C(OC(C)(C)C)=O)([CH2:8][C:9](=[CH2:19])[CH2:10][NH:11]C(OC(C)(C)C)=O)[C:4]([O:6][CH3:7])=[O:5].[ClH:28]>CCOCC>[ClH:28].[ClH:28].[F:1][CH2:2][C:3]([NH2:20])([CH2:8][C:9](=[CH2:19])[CH2:10][NH2:11])[C:4]([O:6][CH3:7])=[O:5] |f:3.4.5|. Procedure: Methyl 2-fluoromethyl-2,5-di(tert-butoxycarbonylamino)-4-methylene pentanoate (0.72 g) obtained in Step C above is treated with dry ether saturated with HCl gas. After stirring overnight the title compound is collected (0.38 g, 78%). Recrystallisation from isopropanol/ethyl acetate gives the pure product yield 300 mg. Reactants: ClCC=1N=C(SC1)C1=CC=C(C=C1)F (4-chloromethyl-2-(4-fluorophenyl) thiazole), OCC(=O)C1=CC=CC=C1 (2-hydroxyacetophenone), C([O-])([O-])=O.[K+].[K+] (potassium carbonate), [I-].[K+] (potassium iodide). The solvent is C(C)O (ethanol). The product is FC1=CC=C(C=C1)C=1SC=C(N1)COCC(=O)C1=CC=CC=C1 (2-[2-(4-fluorophenyl)-4-thiazolylmethyloxy]acetophenone). The yield is 74.1%. Reaction SMILES: Cl[CH2:2][C:3]1[N:4]=[C:5]([C:8]2[CH:13]=[CH:12][C:11]([F:14])=[CH:10][CH:9]=2)[S:6][CH:7]=1.[OH:15][CH2:16][C:17]([C:19]1[CH:24]=[CH:23][CH:22]=[CH:21][CH:20]=1)=[O:18].C(=O)([O-])[O-].[K+].[K+].[I-].[K+]>C(O)C>[F:14][C:11]1[CH:12]=[CH:13][C:8]([C:5]2[S:6][CH:7]=[C:3]([CH2:2][O:15][CH2:16][C:17]([C:19]3[CH:24]=[CH:23][CH:22]=[CH:21][CH:20]=3)=[O:18])[N:4]=2)=[CH:9][CH:10]=1 |f:2.3.4,5.6|. Procedure details: 11.2 g (0.05 mol) of 4-chloromethyl-2-(4-fluorophenyl) thiazole (see Example 4), 5.4 g (0.04 mol) of 2-hydroxyacetophenone, 7.5 g (0.055 mol) of potassium carbonate and 0.5 g of potassium iodide in 20 ml ethanol are refluxed for 24 hours. The mixture is filtered, the filtrate is concentrated, the residue is taken up in dichloromethane, the solution is extracted with dilute sodium hydroxide solution and then with water, and the organic phase is dried over MgSO4. Removal of the solvent by distilla...